Task: describe an organic reaction: reactants, conditions, products, and yield. Dataset: the Open Reaction Database (ORD), a public repository of structured organic reaction records Reactants: CS(=O)(=O)C1=CC=C(C=C1)C(CCC(CCC(=O)OCC)=O)=O (ethyl 4-(methylsulfonyl)-γ,ζ-dioxobenzeneheptanoate), FC1=CC=C(N)C=C1 (4-fluoroaniline), C1(=CC=C(C=C1)S(=O)(=O)O)C (p-toluenesulfonic acid). Solvent: C1(=CC=CC=C1)C (toluene). The product is FC1=CC=C(C=C1)N1C(=CC=C1C1=CC=C(C=C1)S(=O)(=O)C)CCC(=O)OCC (ethyl 1-(4-fluorophenyl)-5-[4-(methylsulfonyl)phenyl]-1H-pyrrole-2-propanoate). Yield: 74.9%. Reaction SMILES: [CH3:1][S:2]([C:5]1[CH:10]=[CH:9][C:8]([C:11](=O)[CH2:12][CH2:13][C:14](=O)[CH2:15][CH2:16][C:17]([O:19][CH2:20][CH3:21])=[O:18])=[CH:7][CH:6]=1)(=[O:4])=[O:3].[F:24][C:25]1[CH:31]=[CH:30][C:28]([NH2:29])=[CH:27][CH:26]=1.C1(C)C=CC(S(O)(=O)=O)=CC=1>C1(C)C=CC=CC=1>[F:24][C:25]1[CH:31]=[CH:30][C:28]([N:29]2[C:11]([C:8]3[CH:9]=[CH:10][C:5]([S:2]([CH3:1])(=[O:4])=[O:3])=[CH:6][CH:7]=3)=[CH:12][CH:13]=[C:14]2[CH2:15][CH2:16][C:17]([O:19][CH2:20][CH3:21])=[O:18])=[CH:27][CH:26]=1. Procedure: A mixture of ethyl 4-(methylsulfonyl)-γ,ζ-dioxobenzeneheptanoate (Step 3), (270 mg, 0.79 mmol), 4-fluoroaniline (83 μl, 0.87 mmol) and p-toluenesulfonic acid (25 mg) in toluene (40 ml) was heated at reflux for 24 hours. The reaction mixture was cooled, filtered and concentrated. The crude solid (360 mg) was purified by chromatography (silica gel, hexane/ethyl acetate, 1/1) to give ethyl 1-(4-fluorophenyl)-5-[4-(methylsulfonyl)phenyl]-1H-pyrrole-2-propanoate (246 mg, 75%) as a white solid: mp (DS... The reactants are BrC1=CC=C2C=CC(=NC2=C1)C=CC=1C=C(OCCCC(=O)OCC)C=CC1 (ethyl 4-(3-(2-(7-bromo-quinolin-2-yl)ethenyl)phenoxy)butanoate), [OH-].[Na+] (NaOH). The solvent is C1CCOC1 (THF), CCO (EtOH). Reaction conditions: time 8 hour. The product is [Na+].BrC1=CC=C2C=CC(=NC2=C1)C#CC=1C=C(OCCCC(=O)[O-])C=CC1 (4-(3-(2-(7-bromoquinolin-2-yl)ethynyl)-phenoxy)butanoic acid sodium salt). RXN SMILES: [Br:1][C:2]1[CH:11]=[C:10]2[C:5]([CH:6]=[CH:7][C:8]([CH:12]=[CH:13][C:14]3[CH:15]=[C:16]([CH:26]=[CH:27][CH:28]=3)[O:17][CH2:18][CH2:19][CH2:20][C:21]([O:23]CC)=[O:22])=[N:9]2)=[CH:4][CH:3]=1.[OH-].[Na+:30]>C1COCC1.CCO>[Na+:30].[Br:1][C:2]1[CH:11]=[C:10]2[C:5]([CH:6]=[CH:7][C:8]([C:12]#[C:13][C:14]3[CH:15]=[C:16]([CH:26]=[CH:27][CH:28]=3)[O:17][CH2:18][CH2:19][CH2:20][C:21]([O-:23])=[O:22])=[N:9]2)=[CH:4][CH:3]=1 |f:1.2,5.6|. Reported procedure: To a solution of the ethyl ester from Step 4 (380 mg) in THF (4 mL) and EtOH (2 mL) was added 2N NaOH (0.65 mL) and the mixture was stirred overnight at room temperature. The reaction mixture was evaporated to dryness and passed through a neutral XAD-8 resin, eluting with H2O and then with EtOH, to afford the title compound as a white solid: m.p. 250° C. (d). The reactants are C(C)(=O)O[BH-](OC(C)=O)OC(C)=O.[Na+] (sodium triacetoxyborohydride), C([O-])([O-])=O.[Na+].[Na+] (sodium carbonate), C(C)C1(CCCC2=CC=CC=C12)CC(C(F)(F)F)(O)C=NC1=C2C=CN=CC2=CC=C1 (3-(1-ethyl-1,2,3,4-tetrahydro-1-naphthalenyl)-1,1,1-trifluoro-2-[(5-isoquinolinylimino) methyl]-2-propanol), C(C)C1(CCCC2=CC=CC=C12)CC(C(F)(F)F)(O)C=NC1=C2C=CN=CC2=CC=C1 (3-(1-ethyl-1,2,3,4-tetrahydro-1-naphthalenyl)-1,1,1-trifluoro-2-[(5-isoquinolinylimino) methyl]-2-propanol), C(C)(=O)O[BH-](OC(C)=O)OC(C)=O.[Na+] (sodium triacetoxyborohydride). Run in C(C)(=O)O (acetic acid). Run at time 4 hour. Yields the product C(C)C1(CCCC2=CC=CC=C12)CC(C(F)(F)F)(O)CNC1=C2C=CN=CC2=CC=C1 (3-(1-Ethyl-1,2,3,4-tetrahydro-1-naphthalenyl)-1,1,1-trifluoro-2-[(5-isoquinolinylamino) methyl]-2-propanol). As a reaction SMILES: [CH2:1]([C:3]1([CH2:13][C:14]([CH:20]=[N:21][C:22]2[CH:31]=[CH:30][CH:29]=[C:28]3[C:23]=2[CH:24]=[CH:25][N:26]=[CH:27]3)([OH:19])[C:15]([F:18])([F:17])[F:16])[C:12]2[C:7](=[CH:8][CH:9]=[CH:10][CH:11]=2)[CH2:6][CH2:5][CH2:4]1)[CH3:2].C(O[BH-](OC(=O)C)OC(=O)C)(=O)C.[Na+].C(=O)([O-])[O-].[Na+].[Na+]>C(O)(=O)C>[CH2:1]([C:3]1([CH2:13][C:14]([CH2:20][NH:21][C:22]2[CH:31]=[CH:30][CH:29]=[C:28]3[C:23]=2[CH:24]=[CH:25][N:26]=[CH:27]3)([OH:19])[C:15]([F:16])([F:17])[F:18])[C:12]2[C:7](=[CH:8][CH:9]=[CH:10][CH:11]=2)[CH2:6][CH2:5][CH2:4]1)[CH3:2] |f:1.2,3.4.5|. Reported procedure: To a solution of 3-(1-ethyl-1,2,3,4-tetrahydro-1-naphthalenyl)-1,1,1-trifluoro-2-[(5-isoquinolinylimino) methyl]-2-propanol (Intermediate 18) (185 mg, 0.43 mmol) in glacial acetic acid (5 ml) stirred under nitrogen at room temperature, was added sodium triacetoxyborohydride (276 mg, 1.3 mmol) and the solution was stirred for approximately 4 h. Further sodium triacetoxyborohydride (100 mg, 0.47 mmol) was added and the reaction was stirred for 1 h. The solution was then carefully added to saturate...